From a dataset of the Open Reaction Database (ORD), a public repository of structured organic reaction records. describe an organic reaction: reactants, conditions, products, and yield Reactants: O=C([O-])O, C1CNC1, COC(C)(C)C, ClCCl, Cc1nc(-c2cnn(C)c2)c2c(Cl)ncnn12, [Na+]. The product is Cc1nc(-c2cnn(C)c2)c2c(N3CCC3)ncnn12. As a reaction SMILES: [C:22](=[O:23])([OH:24])[O-:25].[CH2:1]1[CH2:2][NH:3][CH2:4]1.[CH3:27][O:28][C:29]([CH3:30])([CH3:31])[CH3:32].[Cl:33][CH2:34][Cl:35].[Cl:5][c:6]1[n:7][cH:8][n:9][n:10]2[c:11]1[c:12](-[c:16]1[cH:17][n:18][n:19]([CH3:21])[cH:20]1)[n:13][c:14]2[CH3:15].[Na+:26]>>[CH2:1]1[CH2:2][N:3]([c:6]2[n:7][cH:8][n:9][n:10]3[c:11]2[c:12](-[c:16]2[cH:17][n:18][n:19]([CH3:21])[cH:20]2)[n:13][c:14]3[CH3:15])[CH2:4]1. Starting materials: ClC1=NC=NC(=C1)OCC#CC (4-chloro-6-(2-butynyloxy)pyrimidine), C([O-])([O-])=O.[K+].[K+] (potassium carbonate), FC1=C(C=CC(=C1)F)O (2,4-difluorophenol), [Cl-].[NH4+] (ammonium chloride). Run in CN(C=O)C (N,N-dimethylformamide). Conditions: temperature 60 celsius, time 7 hour. Product: C(C#CC)OC1=NC=NC(=C1)C1=C(C=C(C=C1)F)F (4-(2-butynyloxy)-6-(2,4-difluorophenyl)pyrimidine). Yield: 94.7%. As a reaction SMILES: Cl[C:2]1[CH:7]=[C:6]([O:8][CH2:9][C:10]#[C:11][CH3:12])[N:5]=[CH:4][N:3]=1.C(=O)([O-])[O-].[K+].[K+].[F:19][C:20]1[CH:25]=[C:24]([F:26])[CH:23]=[CH:22][C:21]=1O.[Cl-].[NH4+]>CN(C)C=O>[CH2:9]([O:8][C:6]1[CH:7]=[C:2]([C:23]2[CH:22]=[CH:21][C:20]([F:19])=[CH:25][C:24]=2[F:26])[N:3]=[CH:4][N:5]=1)[C:10]#[C:11][CH3:12] |f:1.2.3,5.6|. Procedure: To 2 ml of N,N-dimethylformamide were added 0.2 g of 4-chloro-6-(2-butynyloxy)pyrimidine, 0.23 g of potassium carbonate, and 0.17 g of 2,4-difluorophenol, followed by stirring at 60° C. for 7 hours. The reaction mixture was then left for cooling to room temperature and poured into a saturated aqueous ammonium chloride solution, which was extracted three times with chloroform. The chloroform layers were combined, washed with diluted hydrochloric acid and then with water, and dried over anhydrous ... Reactants: CC(=O)O, CCOC(C)=O, CCCCCC, COc1ccc(-c2nc(C(F)(F)F)c[nH]2)cc1OC1CCCC1, [NH4+], [OH-]. Yields the product COc1ccc(-c2nc(C#N)c[nH]2)cc1OC1CCCC1. RXN SMILES: [CH3:26][C:27](=[O:28])[OH:29].[CH3:30][CH2:31][O:32][C:33]([CH3:34])=[O:35].[CH3:36][CH2:37][CH2:38][CH2:39][CH2:40][CH3:41].[CH:1]1([O:6][c:7]2[cH:8][c:9](-[c:15]3[nH:16][cH:17][c:18]([C:20]([F:21])([F:22])[F:23])[n:19]3)[cH:10][cH:11][c:12]2[O:13][CH3:14])[CH2:2][CH2:3][CH2:4][CH2:5]1.[NH4+:24].[OH-:25]>>[CH:1]1([O:6][c:7]2[cH:8][c:9](-[c:15]3[nH:16][cH:17][c:18]([C:20]#[N:24])[n:19]3)[cH:10][cH:11][c:12]2[O:13][CH3:14])[CH2:2][CH2:3][CH2:4][CH2:5]1. Starting materials: NC1=C2N=CN(C2=NC(=N1)Cl)CC1=CC=CC=C1 (6-Amino-9-benzyl-2-chloropurine), C1(=CC=CC=C1)[S-].[Na+] (sodium thiophenolate). The solvent is CN(C)C=O (DMF), [Cl-].[Na+].O (brine). Run at temperature 100 celsius. Yields the product NC1=C2N=CN(C2=NC(=N1)SC1=CC=CC=C1)CC1=CC=CC=C1 (6-Amino-9-benzyl-2-phenylthiopurine). Isolated yield 88.8%. RXN SMILES: [NH2:1][C:2]1[N:10]=[C:9](Cl)[N:8]=[C:7]2[C:3]=1[N:4]=[CH:5][N:6]2[CH2:12][C:13]1[CH:18]=[CH:17][CH:16]=[CH:15][CH:14]=1.[C:19]1([S-:25])[CH:24]=[CH:23][CH:22]=[CH:21][CH:20]=1.[Na+]>CN(C=O)C.[Cl-].[Na+].O>[NH2:1][C:2]1[N:10]=[C:9]([S:25][C:19]2[CH:24]=[CH:23][CH:22]=[CH:21][CH:20]=2)[N:8]=[C:7]2[C:3]=1[N:4]=[CH:5][N:6]2[CH2:12][C:13]1[CH:18]=[CH:17][CH:16]=[CH:15][CH:14]=1 |f:1.2,4.5.6|. Procedure details: 6-Amino-9-benzyl-2-chloropurine (200 mg, 0.77 mmol) and sodium thiophenolate (2 g, 15 mmol) were mixed in DMF (12 ml) and then the mixture was stirred under heating at 100° C. for 7.5 hours. To the reaction mixture was added brine and the mixture was extracted with ethyl acetate. The organic layer was dried on magnesium sulfate, filtered and the solvent in the filtrate was evaporated in vacuo. The residue was purified with silica gel chromatography (0.5% methanol/chloroform) to give the subject ... Starting materials: N([C@@H]([C@H](OC(C1=CC=CC=C1)(C1=CC=CC=C1)C1=CC=CC=C1)C)C(=O)OC)C(=O)OCC1C2=CC=CC=C2C2=CC=CC=C12 (Fmoc-L-Thr(Trt)-OMe), C(C)NCC (diethylamine). The solvent is C(C)#N (acetonitrile). Conditions: time 30 minute. Product: N[C@@H]([C@H](OC(C1=CC=CC=C1)(C1=CC=CC=C1)C1=CC=CC=C1)C)C(=O)OC (L-Thr(Trt)-OMe). Reaction SMILES: [NH:1](C(OCC1C2C(=CC=CC=2)C2C1=CC=CC=2)=O)[C@H:2]([C:25]([O:27][CH3:28])=[O:26])[C@@H:3]([CH3:24])[O:4][C:5]([C:18]1[CH:23]=[CH:22][CH:21]=[CH:20][CH:19]=1)([C:12]1[CH:17]=[CH:16][CH:15]=[CH:14][CH:13]=1)[C:6]1[CH:11]=[CH:10][CH:9]=[CH:8][CH:7]=1.C(NCC)C>C(#N)C>[NH2:1][C@H:2]([C:25]([O:27][CH3:28])=[O:26])[C@@H:3]([CH3:24])[O:4][C:5]([C:6]1[CH:11]=[CH:10][CH:9]=[CH:8][CH:7]=1)([C:18]1[CH:19]=[CH:20][CH:21]=[CH:22][CH:23]=1)[C:12]1[CH:13]=[CH:14][CH:15]=[CH:16][CH:17]=1. Procedure: To a solution of Fmoc-L-Thr(Trt)-OMe (2.40 g, 4.00 mmol) in acetonitrile (20.0 mL) was added diethylamine (20.0 mL). After 30 minutes, the mixture was concentrated in vacuo and the residue was diluted with acetonitrile (3×10 mL) and azeotroped in vacuo to afford L-Thr(Trt)-OMe which was used without further purification. Reactants: Clc1ccc(Br)cc1, CCOC(=O)CCNC1(C(=O)OCC)CCCCC1, Cc1ccccc1, [Mg], O=C1CCNC12CCCCC2. Product: [Br-], [Mg+]c1ccc(Cl)cc1. Reaction SMILES: [Br:1][c:2]1[cH:3][cH:4][c:5]([Cl:8])[cH:6][cH:7]1.[CH2:21]([O:22][C:23]([CH2:24][CH2:25][NH:26][C:27]1([C:28]([O:29][CH2:30][CH3:31])=[O:32])[CH2:33][CH2:34][CH2:35][CH2:36][CH2:37]1)=[O:38])[CH3:39].[CH3:40][c:41]1[cH:42][cH:43][cH:44][cH:45][cH:46]1.[Mg:9].[NH:10]1[C:11]2([CH2:12][CH2:13][CH2:14][CH2:15][CH2:16]2)[C:17](=[O:18])[CH2:19][CH2:20]1>>[Br-:1].[c:2]1([Mg+:9])[cH:3][cH:4][c:5]([Cl:8])[cH:6][cH:7]1. Starting materials: C1=C(C=CC=2OC3=C(C21)CCCCCC3)N (6,7,8,9,10,11-Hexahydro-benzo[b]-cycloocta[d]furan-2-ylamine), C(CCCC)(=O)Cl (valeryl chloride), poly(vinylpyridine). The solvent is ClCCl (dichloromethane). Product: C1=C(C=CC=2OC3=C(C21)CCCCCC3)NC(CCCC)=O (N-6,7,8,9,10,11-hexahydrobenzo[b]cycloocta[d]furan-2-ylpentanamide). The yield is 71.9%. Reaction SMILES: [CH:1]1[C:9]2[C:8]3[CH2:10][CH2:11][CH2:12][CH2:13][CH2:14][CH2:15][C:7]=3[O:6][C:5]=2[CH:4]=[CH:3][C:2]=1[NH2:16].[C:17](Cl)(=[O:22])[CH2:18][CH2:19][CH2:20][CH3:21]>ClCCl>[CH:1]1[C:9]2[C:8]3[CH2:10][CH2:11][CH2:12][CH2:13][CH2:14][CH2:15][C:7]=3[O:6][C:5]=2[CH:4]=[CH:3][C:2]=1[NH:16][C:17](=[O:22])[CH2:18][CH2:19][CH2:20][CH3:21]. Reported procedure: Following the procedure of Example 1, 6,7,8,9,10,11-Hexahydro-benzo[b]-cycloocta[d]furan-2-ylamine (0.10 g, 0.46 mmol), valeryl chloride (0.055 mL, 0.46 mmol), and poly(vinylpyridine) (0.5 g) in dichloromethane (12 mL) provided N-6,7,8,9,10,11-hexahydrobenzo[b]cycloocta[d]furan-2-ylpentanamide (0.099 g). MS m/z 300 ([M+H]+); HRMS: calcd for C19H25NO2 +H+, 300.19581; found (ESI, [M+H]+), 300.1950.